Dataset: the Open Reaction Database (ORD), a public repository of structured organic reaction records. Task: describe an organic reaction: reactants, conditions, products, and yield Starting materials: [OH-].[Na+] (sodium hydroxide), CC=1SC(=CN1)C=O (2-methyl-thiazole-5-carboxaldehyde), CC(=O)C (acetone). The solvent is O (water), O (water). Reaction conditions: time 24 hour. Product: CC=1SC(=CN1)C=CC(C)=O (1-(2-methyl-5-thiazolyl)but-1-en-3-one), solid. Yield: 43.0%. RXN SMILES: [OH-].[Na+].[CH3:3][C:4]1[S:5][C:6]([CH:9]=O)=[CH:7][N:8]=1.[CH3:11][C:12]([CH3:14])=[O:13]>O>[CH3:3][C:4]1[S:5][C:6]([CH:9]=[CH:11][C:12](=[O:13])[CH3:14])=[CH:7][N:8]=1 |f:0.1|. Reported procedure: An aqueous solution of 2% sodium hydroxide (3 ml) was added to a solution of 2-methyl-thiazole-5-carboxaldehyde (2.5 g) in acetone (20 ml) and water (10 ml). The mixture was stirred for 24 hours at ambient temperature, diluted with water (150 ml) and extracted with chloroform (2×50 ml). The organic layer was washed with water and then dried over anhydrous magnesium sulphate and filtered. Evaporation of the solvent gave 1-(2-methyl-5-thiazolyl)but-1-en-3-one as a low-melting point solid (1.4 g, 4... Starting materials: ClC1=CC(=NC=C1Cl)NC(C(C)(C)C)=O (4,5-Dichloro-2-(trimethylacetamido)pyridine), C(=O)([O-])[O-].[Na+].[Na+] (Na2CO3). Solvent: Cl (HCl). Yields the product NC1=NC=C(C(=C1)Cl)Cl (2-Amino-4,5-dichloropyridine). Yield: 96.6%. Reaction SMILES: [Cl:1][C:2]1[C:7]([Cl:8])=[CH:6][N:5]=[C:4]([NH:9]C(=O)C(C)(C)C)[CH:3]=1.C([O-])([O-])=O.[Na+].[Na+]>Cl>[NH2:9][C:4]1[CH:3]=[C:2]([Cl:1])[C:7]([Cl:8])=[CH:6][N:5]=1 |f:1.2.3|. Procedure: Compound 8 (10 g, 0.04 mol) in 6 N HCl (50 mL) was heated at reflux for 10 h. This solution was neutralized with Na2CO3 (to pH 7 by litmus) and then extracted with EtOAc (3×150 mL). The combined EtOAc extracts were dried over magnesium sulfate, filtered and concentrated to give a solid residue, which, after recrystallization from EtOH, gave 6.3 g (97%) of compound 4 as a white solid (mp 140-141° C.). The reactants are [Cl-].[NH4+] (ammonium chloride), C1(CCCCC1)NC1=C(C=C2C(C(=C3N(C2=C1)CCCC3)C(=O)O)=O)F (9-(cyclohexylamino)-8-fluoro-6-oxo-2,3,4,6-tetrahydro-1H-pyrido[1,2-a]quinoline-5-carboxylic acid), [BH4-].[Na+] (sodium borohydride), ClC(=O)OCC(C)C (isobutyl chloroformate). The solvent is C1CCOC1 (THF), C(C)N(CC)CC (triethylamine). The product is C1(CCCCC1)NC1=C(C=C2C(C(=C3N(C2=C1)CCCC3)CO)=O)F (9-(cyclohexylamino)-8-fluoro-5-(hydroxymethyl)-1,2,3,4-tetrahydro-6H-pyrido[1,2-a]quinolin-6-one). The yield is 50.5%. RXN SMILES: [CH:1]1([NH:7][C:8]2[CH:17]=[C:16]3[C:11]([C:12](=[O:25])[C:13]([C:22](O)=[O:23])=[C:14]4[CH2:21][CH2:20][CH2:19][CH2:18][N:15]43)=[CH:10][C:9]=2[F:26])[CH2:6][CH2:5][CH2:4][CH2:3][CH2:2]1.ClC(OCC(C)C)=O.[BH4-].[Na+].[Cl-].[NH4+]>C(N(CC)CC)C.C1COCC1>[CH:1]1([NH:7][C:8]2[CH:17]=[C:16]3[C:11]([C:12](=[O:25])[C:13]([CH2:22][OH:23])=[C:14]4[CH2:21][CH2:20][CH2:19][CH2:18][N:15]43)=[CH:10][C:9]=2[F:26])[CH2:2][CH2:3][CH2:4][CH2:5][CH2:6]1 |f:2.3,4.5|. Procedure: To a 50 ml THF suspension of 1.02 g of 9-(cyclohexylamino)-8-fluoro-6-oxo-2,3,4,6-tetrahydro-1H-pyrido[1,2-a]quinoline-5-carboxylic acid were added 0.5 ml of triethylamine and 0.4 ml of isobutyl chloroformate under ice-cooling, followed by stirring under ice-cooling for 1 hour. Aqueous solution (4 ml) of 431 mg of sodium borohydride was added dropwise thereto at −78° C., followed by stirring at −15° C. for 15 minutes and under ice-cooling for 30 minute. Aqueous saturated ammonium chloride was ad...